Dataset: the Open Reaction Database (ORD), a public repository of structured organic reaction records. Task: describe an organic reaction: reactants, conditions, products, and yield The reactants are p-toluol sulphonic acid, N1C=C(C2=CC=CC=C12)CCC=C1CCC(CC1)(N(C)C)CCCC (4-[3-(1H-indol-3-yl)propylidene]-1-butyl-N,N-dimethylcyclohexanamine), olefin. Run in ClCCl (dichloromethane), C1(=CC=CC=C1)C (toluol). Conditions: temperature 100 celsius, time 18 hour. The product is CN(C1(CCC2(CCCC=3C4=CC=CC=C4NC23)CC1)CCCC)C (N,N-dimethyl-N-(4-butyl-2′,3′,4′,9′-tetrahydro-1H-spiro[cyclohexane-1,1′-carbazole]-4-yl)amine). Reaction SMILES: [NH:1]1[C:9]2[C:4](=[CH:5][CH:6]=[CH:7][CH:8]=2)[C:3]([CH2:10][CH2:11][CH:12]=[C:13]2[CH2:18][CH2:17][C:16]([CH2:22][CH2:23][CH2:24][CH3:25])([N:19]([CH3:21])[CH3:20])[CH2:15][CH2:14]2)=[CH:2]1>C1(C)C=CC=CC=1.ClCCl>[CH3:20][N:19]([CH3:21])[C:16]1([CH2:22][CH2:23][CH2:24][CH3:25])[CH2:17][CH2:18][C:13]2([C:2]3[NH:1][C:9]4[C:4](=[CH:5][CH:6]=[CH:7][CH:8]=4)[C:3]=3[CH2:10][CH2:11][CH2:12]2)[CH2:14][CH2:15]1. Reported procedure: p-toluol sulphonic acid (323 mg, 1.7 mmol) was added to a solution 4-[3-(1H-indol-3-yl)propylidene]-1-butyl-N,N-dimethylcyclohexanamine (289 mg, 0.85 mmol) in absolute toluol (10 mL) and stirred for 18 h at 100° C. The reaction solution was then diluted with dichloromethane (30 mL) and washed with 1 N sodium carbonate solution (2×30 mL), water and saturated sodium chloride solution (30 mL each) one after the other, dried with sodium sulphate and concentrated to low volume in a vacuum. The raw pr... The product is CN1C2=C(C3=CC=CC=C13)C(=CS2)C(C(F)(F)F)=O (8-Methyl-3-trifluoroacetylthieno[2,3-b]indole). Run at temperature -10 celsius. Run in ClCCCl (1,2-dichloroethane). Procedure details: A mixture of 1 g of (73) and 1.1 g of 2-trifluoromethylcarbonyloxypyridine, prepared according to the literature (Keumi, T. et. al. Chem. Lett. 5 (1990) 783-6), in 25 ml of 1,2-dichloroethane, was cooled to -10° C. with stirring. 1.5 g of AlCl3 was added over 15 minutes at this temperature, the reaction mixture was stirred at 0° C. for 4 hours, and at room temperature overnight. Water was added, the phases separated, and the organic phase dried and evaporated to dryness. Purification by column c... Starting materials: O (Water), CN1C2=C(C3=CC=CC=C13)C=CS2 (8-Methylthieno[2,3-b]indole), FC(C(=O)OC1=NC=CC=C1)(F)F (2-trifluoromethylcarbonyloxypyridine), [Al+3].[Cl-].[Cl-].[Cl-] (AlCl3). As a reaction SMILES: [CH3:1][N:2]1[C:10]2[C:5](=[CH:6][CH:7]=[CH:8][CH:9]=2)[C:4]2[CH:11]=[CH:12][S:13][C:3]1=2.[F:14][C:15]([F:26])([F:25])[C:16](OC1C=CC=CN=1)=[O:17].[Al+3].[Cl-].[Cl-].[Cl-].O>ClCCCl>[CH3:1][N:2]1[C:10]2[C:5](=[CH:6][CH:7]=[CH:8][CH:9]=2)[C:4]2[C:11]([C:16](=[O:17])[C:15]([F:26])([F:25])[F:14])=[CH:12][S:13][C:3]1=2 |f:2.3.4.5|. The reactants are C(C)N1C=C(C(C2=CC(=C(C(=C12)F)C)F)=O)C(=O)OCC (ethyl 1-ethyl-6,8-difluoro-7-methyl-4-oxo-1,4-dihydroquinoline-3-carboxylate), [OH-].[Na+] (sodium hydroxide). The solvent is C(C)O (ethanol). Conditions: time 2 hour. Yields the product C(C)N1C=C(C(C2=CC(=C(C(=C12)F)C)F)=O)C(=O)O (1-ethyl-6,8-difluoro-7-methyl-4-oxo-1,4-dihydroquinoline-3-carboxylic acid). The yield is 90.3%. RXN SMILES: [CH2:1]([N:3]1[C:12]2[C:7](=[CH:8][C:9]([F:15])=[C:10]([CH3:14])[C:11]=2[F:13])[C:6](=[O:16])[C:5]([C:17]([O:19]CC)=[O:18])=[CH:4]1)[CH3:2].[OH-].[Na+]>C(O)C>[CH2:1]([N:3]1[C:12]2[C:7](=[CH:8][C:9]([F:15])=[C:10]([CH3:14])[C:11]=2[F:13])[C:6](=[O:16])[C:5]([C:17]([OH:19])=[O:18])=[CH:4]1)[CH3:2] |f:1.2|. Reported procedure: 2.95 g of ethyl 1-ethyl-6,8-difluoro-7-methyl-4-oxo-1,4-dihydroquinoline-3-carboxylate are suspended in 50 ml of ethanol, and 50 ml of an aqueous 2% sodium hydroxide solution are added thereto. The suspension is stirred at room temperature for 2 hours. Then, the reaction mixture is evaporated to remove solvent, and the residue is adjusted to about pH 1 with 10% hydrochloric acid. The crystalline precipitates are collected by filtration, washed with water and then dried. 2.41 g of 1-ethyl-6,8-dif... The reactants are C1CCC2=NCCCN2CC1, CN=C(Cl)Cl, CN=C(Cl)NCCSCc1nc[nH]c1C, Cc1[nH]cnc1CSCCN, ClCCl, N#CN. Yields the product CNC(=NC#N)NCCSCc1nc[nH]c1C. Reaction SMILES: [CH2:17]1[CH2:18][CH2:19][C:20]2=[N:25][CH2:24][CH2:23][CH2:22][N:21]2[CH2:26][CH2:27]1.[CH3:1][N:2]=[C:3]([Cl:4])[Cl:5].[CH3:28][N:29]=[C:30]([NH:31][CH2:32][CH2:33][S:34][CH2:35][c:36]1[n:37][cH:38][nH:39][c:40]1[CH3:41])[Cl:42].[CH3:6][c:7]1[nH:8][cH:9][n:10][c:11]1[CH2:12][S:13][CH2:14][CH2:15][NH2:16].[Cl:46][CH2:47][Cl:48].[NH2:43][C:44]#[N:45]>>[CH3:28][NH:29][C:30]([NH:31][CH2:32][CH2:33][S:34][CH2:35][c:36]1[n:37][cH:38][nH:39][c:40]1[CH3:41])=[N:43][C:44]#[N:45].